From a dataset of the Open Reaction Database (ORD), a public repository of structured organic reaction records. describe an organic reaction: reactants, conditions, products, and yield Starting materials: O=C([O-])O, Cl, [Na+], COCn1c(-c2ccncc2)c(C)c(CO)c1-c1ccncc1. The product is Cc1c(-c2ccncc2)[nH]c(-c2ccncc2)c1CO. RXN SMILES: [C:24](=[O:25])([OH:26])[O-:27].[ClH:29].[Na+:28].[OH:1][CH2:2][c:3]1[c:4](-[c:18]2[cH:19][cH:20][n:21][cH:22][cH:23]2)[n:5]([CH2:15][O:16][CH3:17])[c:6](-[c:9]2[cH:10][cH:11][n:12][cH:13][cH:14]2)[c:7]1[CH3:8]>>[OH:1][CH2:2][c:3]1[c:4](-[c:18]2[cH:19][cH:20][n:21][cH:22][cH:23]2)[nH:5][c:6](-[c:9]2[cH:10][cH:11][n:12][cH:13][cH:14]2)[c:7]1[CH3:8]. The reactants are C(C)N(CCNC1=CC=C(C=2SC3=CC=CC=C3C(C12)=O)C=O)CC (1-[[2-(diethylamino)ethyl]amino]-9-oxothioxanthen-4-carboxaldehyde), C(=O)NC1=CC=CC=C1 (formanilide), C(=O)O (formic acid). Solvent: O (water). Run at temperature 160 celsius. Yields the product C(C)N(CCNC1=CC=C(C=2SC3=CC=CC=C3C(C12)=O)CN(C=O)C1=CC=CC=C1)CC (N-[[1-[[2-(Diethylamino)ethyl]amino]-9-oxothioxanthen-4-yl]methyl]-N-phenyl formamide). Reaction SMILES: [CH2:1]([N:3]([CH2:24][CH3:25])[CH2:4][CH2:5][NH:6][C:7]1[C:20]2[C:19](=[O:21])[C:18]3[C:13](=[CH:14][CH:15]=[CH:16][CH:17]=3)[S:12][C:11]=2[C:10]([CH:22]=O)=[CH:9][CH:8]=1)[CH3:2].[CH:26]([NH:28][C:29]1[CH:34]=[CH:33][CH:32]=[CH:31][CH:30]=1)=[O:27].C(O)=O>O>[CH2:1]([N:3]([CH2:24][CH3:25])[CH2:4][CH2:5][NH:6][C:7]1[C:20]2[C:19](=[O:21])[C:18]3[C:13](=[CH:14][CH:15]=[CH:16][CH:17]=3)[S:12][C:11]=2[C:10]([CH2:22][N:28]([C:29]2[CH:34]=[CH:33][CH:32]=[CH:31][CH:30]=2)[CH:26]=[O:27])=[CH:9][CH:8]=1)[CH3:2]. Procedure: A mixture of 1-[[2-(diethylamino)ethyl]amino]-9-oxothioxanthen-4-carboxaldehyde (3.40 g, 9.59 mmol), formanilide (31g) and formic acid (3 mL) were heated to 160° C. for 2 hours. The mixture was cooled, poured into water (200 mL) and extracted with ether (3×150 mL). The aqueous layer was basified with 5N NaOH, extracted with CHCl3 (3×150 mL) and the combined organic extracts were dried over Na2SO4 and filtered through florisil eluting with CHCl3 (100%), then 5% isopropylamine/CHCl3. The solvent w... As a reaction SMILES: [CH2:37]1[CH2:38][CH2:39][NH:40][CH2:41]1.[Cl-:36].[Cl:1][c:2]1[c:3]([N:27]([CH2:28][CH2:29][CH3:30])[CH3:31])[cH:4][c:5]2[c:6]([cH:26]1)[NH:7][C:8](=[O:25])[CH2:9][C:10]([c:12]1[cH:13][c:14](-[n:18]3[n:19][cH:20][n:21][c:22]3[CH2:23][OH:24])[cH:15][cH:16][cH:17]1)=[N:11]2.[Cl:42][CH2:43][Cl:44].[O:45]=[CH:46][N:47]([CH3:48])[CH3:49].[S:32]([Cl:33])([Cl:34])=[O:35]>>[Cl:1][c:2]1[c:3]([N:27]([CH2:28][CH2:29][CH3:30])[CH3:31])[cH:4][c:5]2[c:6]([cH:26]1)[NH:7][C:8](=[O:25])[CH2:9][C:10]([c:12]1[cH:13][c:14](-[n:18]3[n:19][cH:20][n:21][c:22]3[CH2:23][N:40]3[CH2:39][CH2:38][CH2:37][CH2:41]3)[cH:15][cH:16][cH:17]1)=[N:11]2. Starting materials: C1CCNC1, [Cl-], CCCN(C)c1cc2c(cc1Cl)NC(=O)CC(c1cccc(-n3ncnc3CO)c1)=N2, ClCCl, CN(C)C=O, O=S(Cl)Cl. Product: CCCN(C)c1cc2c(cc1Cl)NC(=O)CC(c1cccc(-n3ncnc3CN3CCCC3)c1)=N2. Starting materials: CC(C)(C)OC(=O)NCC(=O)O, CCN=C=NCCCN(C)C, CCN(C(C)C)C(C)C, Cl, O=C(c1ccccc1C(F)(F)F)N1CCNCC1, CN(C)C=O, O, On1nnc2ccccc21. Product: CC(C)(C)OC(=O)NCC(=O)N1CCN(C(=O)c2ccccc2C(F)(F)F)CC1. RXN SMILES: [C:10]([CH3:11])([CH3:12])([CH3:13])[O:14][C:15](=[O:16])[NH:17][CH2:18][C:19](=[O:20])[OH:21].[CH3:22][CH2:23][N:24]=[C:25]=[N:26][CH2:27][CH2:28][CH2:29][N:30]([CH3:31])[CH3:32].[CH:1]([N:2]([CH2:3][CH3:4])[CH:5]([CH3:6])[CH3:7])([CH3:8])[CH3:9].[ClH:43].[N:44]1([C:50](=[O:51])[c:52]2[c:53]([C:58]([F:59])([F:60])[F:61])[cH:54][cH:55][cH:56][cH:57]2)[CH2:45][CH2:46][NH:47][CH2:48][CH2:49]1.[O:62]=[CH:63][N:64]([CH3:65])[CH3:66].[OH2:67].[OH:33][n:34]1[c:35]2[c:36]([cH:37][cH:38][cH:39][cH:40]2)[n:41][n:42]1>>[C:10]([CH3:11])([CH3:12])([CH3:13])[O:14][C:15](=[O:16])[NH:17][CH2:18][C:19](=[O:21])[N:47]1[CH2:46][CH2:45][N:44]([C:50](=[O:51])[c:52]2[c:53]([C:58]([F:59])([F:60])[F:61])[cH:54][cH:55][cH:56][cH:57]2)[CH2:49][CH2:48]1. Reactants: S(=O)(=O)(O[O-])[O-].[K+].[K+] (Potassium peroxymonosulphate), COC1=CC=C(C2=C1NC(S2)=O)CCNC(CCSCC(NCCC2=CC=CC=C2)=O)=O (N-[2-(4-Methoxy-2-oxo-3H-1,3-benzothiazol-7-yl)-ethyl]-3-[2-oxo-2-(2-phenylethylamino)ethylthio]propanamide), CO.O (methanol water), O (water). Conditions: time 4 hour. Product: COC1=CC=C(C2=C1NC(S2)=O)CCNC(CCS(=O)(=O)CC(NCCC2=CC=CC=C2)=O)=O (N-[2-(4-Methoxy-2-oxo-3H-1,3-benzothiazol-7-yl)ethyl]-3-[2-oxo-2-(2-phenylethylamino)ethylsulphonyl]propanamide). Reaction SMILES: S([O-])(O[O-])(=O)=O.[K+].[K+].[CH3:9][O:10][C:11]1[C:16]2[NH:17][C:18](=[O:20])[S:19][C:15]=2[C:14]([CH2:21][CH2:22][NH:23][C:24](=[O:40])[CH2:25][CH2:26][S:27][CH2:28][C:29](=[O:39])[NH:30][CH2:31][CH2:32][C:33]2[CH:38]=[CH:37][CH:36]=[CH:35][CH:34]=2)=[CH:13][CH:12]=1.[OH2:41].C[OH:43].O>>[CH3:9][O:10][C:11]1[C:16]2[NH:17][C:18](=[O:20])[S:19][C:15]=2[C:14]([CH2:21][CH2:22][NH:23][C:24](=[O:40])[CH2:25][CH2:26][S:27]([CH2:28][C:29](=[O:39])[NH:30][CH2:31][CH2:32][C:33]2[CH:38]=[CH:37][CH:36]=[CH:35][CH:34]=2)(=[O:43])=[O:41])=[CH:13][CH:12]=1 |f:0.1.2,5.6|. Procedure details: Potassium peroxymonosulphate (5.57 g) was gradually added to a solution of the compound from step c) (2.81 g) in methanol:water (6:4, 72 ml) cooled to 0°. The mixture was stirred for 4 hours, water added and the whole extracted with chloroform. A yellow solid precipitated from the aqueous layer and was removed by filtration, and washed (water and pentane) to give the subtitled compound. Yield: 60.0%. Product: 9, C1N(CCC2=CC=CC=C12)CCOC=1C(=C(C=O)C=CC1)OC (2-(1,2,3,4-tetrahydroisoquinolin-2-yl)ethoxyl-2-methoxybenzaldehyde). RXN SMILES: BrCCO[C:5]1[CH:12]=[CH:11][C:8]([CH:9]=[O:10])=[C:7]([O:13][CH3:14])[CH:6]=1.C(=O)([O-])[O-].[K+].[K+].[I-].[K+].[CH2:23]1[C:32]2[C:27](=[CH:28][CH:29]=[CH:30][CH:31]=2)[CH2:26][CH2:25][NH:24]1.[CH3:33][C:34](C)=[O:35]>>[CH2:23]1[C:32]2[C:27](=[CH:28][CH:29]=[CH:30][CH:31]=2)[CH2:26][CH2:25][N:24]1[CH2:33][CH2:34][O:35][C:6]1[C:7]([O:13][CH3:14])=[C:8]([CH:11]=[CH:12][CH:5]=1)[CH:9]=[O:10] |f:1.2.3,4.5|. Reported procedure: The above 4-(2-bromoethoxy)-2-methoxybenzaldehyde (16.8 g, 65 mmol) ([building block 2]) was dissolved in acetone (300 ml) and potassium carbonate (44.9 g, 0.33 mol), potassium iodide (2 g) were added followed by addition of 1,2,3,4-tetrahydroisoquinoline (9.07 g, 72 mmol). The resulting mixture was stirred vigorously at reflux temperature for 16 hours. After cooling, the mixture was filtered and the inorganic precipitate was washed with acetone (100 ml). The combined acetone filtrates were conc... The reactants are BrCCOC1=CC(=C(C=O)C=C1)OC (4-(2-bromoethoxy)-2-methoxybenzaldehyde), CC(=O)C (acetone), C1NCCC2=CC=CC=C12 (1,2,3,4-tetrahydroisoquinoline), C([O-])([O-])=O.[K+].[K+] (potassium carbonate), [I-].[K+] (potassium iodide).